From a dataset of the Open Reaction Database (ORD), a public repository of structured organic reaction records. describe an organic reaction: reactants, conditions, products, and yield Reactants: [Li]CCCC (n-BuLi), C(C1=CC=CC=C1)OC=1C=C(C=CC1)Br (3-Benzyloxybromobenzene), C(CC)OB(OCCC)OCCC (tripropylborate). The solvent is C1CCOC1 (THF). Conditions: temperature -78 celsius. The product is C(C1=CC=CC=C1)OC=1C=C(C=CC1)B(O)O (3-Benzyloxyphenylboronic Acid). As a reaction SMILES: [CH2:1]([O:8][C:9]1[CH:10]=[C:11](Br)[CH:12]=[CH:13][CH:14]=1)[C:2]1[CH:7]=[CH:6][CH:5]=[CH:4][CH:3]=1.[Li]CCCC.C([O:24][B:25](OCCC)[O:26]CCC)CC>C1COCC1>[CH2:1]([O:8][C:9]1[CH:10]=[C:11]([B:25]([OH:26])[OH:24])[CH:12]=[CH:13][CH:14]=1)[C:2]1[CH:7]=[CH:6][CH:5]=[CH:4][CH:3]=1. Reported procedure: 20 g (76 mmol) of 3-Benzyloxybromobenzene was dissolved in 200 mL of anhydrous THF and cooled to -78° C. under a nitrogen atmosphere. To the stirring solution, 90 mL of 1.6 M n-BuLi (83.6 mmol) was slowly added. After several minutes, 33.6 mL (83.6 mmol) tripropylborate was added and the reaction was allowed to slowly warm to ambient temperature over the next four hours. The reaction was quenched with the addition of 400 mL of 1N HCl. The reaction mixture was extracted three times with EtOAc. Th... Starting materials: C(=O)(OCC)C1CC(C(C12CCCCC2)(C(=O)OCC)C(=O)OCC)=O (1,4,4-Tricarboethoxy-3-oxospiro[4.5]decane), O (water), [Cl-].[Li+] (lithium chloride). Solvent: CS(=O)C (dimethylsulfoxide), [Cl-].[Na+].O (brine). Conditions: temperature 170 celsius, time 4 hour. Product: C(=O)(OCC)C1CC(CC12CCCCC2)=O (1-carboethoxy-3-oxospiro[4.5]decane). Isolated yield 74.7%. Reaction SMILES: [C:1]([CH:6]1[C:10]2([CH2:15][CH2:14][CH2:13][CH2:12][CH2:11]2)[C:9](C(OCC)=O)(C(OCC)=O)[C:8](=[O:26])[CH2:7]1)([O:3][CH2:4][CH3:5])=[O:2].O.[Cl-].[Li+]>CS(C)=O.[Cl-].[Na+].O>[C:1]([CH:6]1[C:10]2([CH2:15][CH2:14][CH2:13][CH2:12][CH2:11]2)[CH2:9][C:8](=[O:26])[CH2:7]1)([O:3][CH2:4][CH3:5])=[O:2] |f:2.3,5.6.7|. Procedure details: 1,4,4-Tricarboethoxy-3-oxospiro[4.5]decane (990 mg), water (196 μl) and lithium chloride (350 mg) were dissolved in dimethylsulfoxide (25 ml), and the mixture was stirred at 170° C. for 4 hours. After cooling to room temperature, saturated brine (40 ml) was added and the mixture was extracted with ethyl acetate. The organic layer was separated, dried over magneium sulfate and concentrated to dryness. The residue was purified through silica gel column chromatography (hexane-ethyl acetate=5:1) to ... Starting materials: C(C)N(P(N(CC)CC)N(CC)CC)CC (hexaethylphosphorous triamide), ClP(C1=CC=CC=C1)C1=CC=CC=C1 (chlorodiphenylphosphine), C(=O)=O (dry ice), BrC(F)(F)F (bromotrifluoromethane). Run in ClCCl (dichloromethane), CC(=O)C (acetone). Run at temperature -78 celsius, time 1 hour. Yields the product C1(=CC=CC=C1)P(C(F)(F)F)C1=CC=CC=C1 (diphenyltrifluoromethylphosphine). Isolated yield 67.1%. Reaction SMILES: Cl[P:2]([C:9]1[CH:14]=[CH:13][CH:12]=[CH:11][CH:10]=1)[C:3]1[CH:8]=[CH:7][CH:6]=[CH:5][CH:4]=1.C(=O)=O.Br[C:19]([F:22])([F:21])[F:20].C(N(CC)P(N(CC)CC)N(CC)CC)C>CC(C)=O.ClCCl>[C:3]1([P:2]([C:9]2[CH:14]=[CH:13][CH:12]=[CH:11][CH:10]=2)[C:19]([F:22])([F:21])[F:20])[CH:8]=[CH:7][CH:6]=[CH:5][CH:4]=1. Reported procedure: A flask equipped with a dry ice condenser was flame dried under a nitrogen stream, and charged with 3.1 mL (17 mmol) of chlorodiphenylphosphine and 10 mL of dichloromethane. After cooling the resulting solution to -78° C. and charging the condenser with dry ice and acetone, 4 mL (43 mmol) of bromotrifluoromethane (Freon 13B1) that had been condensed into a graduated tube was warmed to room temperature and allowed to distill into the flask. The cold solution was treated dropwise with 7 mL (26 mmo... The reactants are C1(=CC=CC=C1)[C@@H]1NC(N[C@@H]1C1=CC=CC=C1)=S (cis-4,5-Diphenylimidazolidine-2-thione), C(C1=CC=CC=C1)OC1=CC=C(CCl)C=C1 (4-benzyloxybenzyl chloride). The solvent is CCO (EtOH). Product: Cl.C(C1=CC=CC=C1)OC1=CC=C(CSC=2N[C@@H]([C@@H](N2)C2=CC=CC=C2)C2=CC=CC=C2)C=C1 (2-[(4-Benzyloxybenzyl)thio]-cis-4,5-diphenyl-4,5-dihydro-1H-imidazole hydrochloride). The yield is 50.7%. Reaction SMILES: [C:1]1([C@H:7]2[C@@H:11]([C:12]3[CH:17]=[CH:16][CH:15]=[CH:14][CH:13]=3)[NH:10][C:9](=[S:18])[NH:8]2)[CH:6]=[CH:5][CH:4]=[CH:3][CH:2]=1.[CH2:19]([O:26][C:27]1[CH:34]=[CH:33][C:30]([CH2:31][Cl:32])=[CH:29][CH:28]=1)[C:20]1[CH:25]=[CH:24][CH:23]=[CH:22][CH:21]=1>CCO>[ClH:32].[CH2:19]([O:26][C:27]1[CH:28]=[CH:29][C:30]([CH2:31][S:18][C:9]2[NH:8][C@H:7]([C:1]3[CH:2]=[CH:3][CH:4]=[CH:5][CH:6]=3)[C@H:11]([C:12]3[CH:13]=[CH:14][CH:15]=[CH:16][CH:17]=3)[N:10]=2)=[CH:33][CH:34]=1)[C:20]1[CH:21]=[CH:22][CH:23]=[CH:24][CH:25]=1 |f:3.4|. Procedure: A mixture of intermediate 25 (200 mg, 0.786 mmol) and 4-benzyloxybenzyl chloride (365 mg, 1.57 mmol) in abs. EtOH (2 mL) is heated at 95° C. for 24 h. The reaction mixture is cooled to RT, evaporated to dryness, and the residue suspended in Et2O. The insoluble material is filtered to give 194 mg of the product 224. 1H NMR (DMSO-d6) δ 11.28 (s, 2 H), 7.60-7.25 (m, 7 H), 7.20-6.95 (m, 8 H), 6.95-6.70 (m, 4 H), 5.75 (s, 2 H), 5.25 (s, 2 H), 4.80 (s, 2 H); MS: m/z 451 (M++1). Reactants: COC(=O)c1cccc(CN2C(=O)C3(CC3(c3ccc(C#N)cc3)C(C)C)c3cc(F)ccc32)c1, CCOC(C)=O, Cl, [Na+], C1CCOC1, [OH-], O. Yields the product CC(C)C1(c2ccc(C#N)cc2)CC12C(=O)N(Cc1cccc(C(=O)O)c1)c1ccc(F)cc12. Reaction SMILES: [CH3:1][O:2][C:3]([c:4]1[cH:5][c:6]([CH2:10][N:11]2[C:12](=[O:34])[C:13]3([C:14]([CH:16]([CH3:17])[CH3:18])([c:19]4[cH:20][cH:21][c:22]([C:25]#[N:26])[cH:23][cH:24]4)[CH2:15]3)[c:27]3[cH:28][c:29]([F:33])[cH:30][cH:31][c:32]32)[cH:7][cH:8][cH:9]1)=[O:35].[CH3:45][CH2:46][O:47][C:48](=[O:49])[CH3:50].[ClH:38].[Na+:37].[O:39]1[CH2:40][CH2:41][CH2:42][CH2:43]1.[OH-:36].[OH2:44]>>[O:2]=[C:3]([c:4]1[cH:5][c:6]([CH2:10][N:11]2[C:12](=[O:34])[C:13]3([C:14]([CH:16]([CH3:17])[CH3:18])([c:19]4[cH:20][cH:21][c:22]([C:25]#[N:26])[cH:23][cH:24]4)[CH2:15]3)[c:27]3[cH:28][c:29]([F:33])[cH:30][cH:31][c:32]32)[cH:7][cH:8][cH:9]1)[OH:35]. Reactants: CC(C)N, CCO, N#Cc1c(O)nsc1Nc1ccc(Oc2cc(Cl)ccc2Cl)c(F)c1. Yields the product CC(C)NC(=N)c1c(O)nsc1Nc1ccc(Oc2cc(Cl)ccc2Cl)c(F)c1. As a reaction SMILES: [CH3:26][CH:27]([CH3:28])[NH2:29].[CH3:30][CH2:31][OH:32].[Cl:1][c:2]1[c:3]([O:4][c:5]2[c:6]([F:20])[cH:7][c:8]([NH:11][c:12]3[c:13]([C:18]#[N:19])[c:14]([OH:17])[n:15][s:16]3)[cH:9][cH:10]2)[cH:21][c:22]([Cl:25])[cH:23][cH:24]1>>[Cl:1][c:2]1[c:3]([O:4][c:5]2[c:6]([F:20])[cH:7][c:8]([NH:11][c:12]3[c:13]([C:18](=[NH:19])[NH:29][CH:27]([CH3:26])[CH3:28])[c:14]([OH:17])[n:15][s:16]3)[cH:9][cH:10]2)[cH:21][c:22]([Cl:25])[cH:23][cH:24]1. Starting materials: C(C1=CC=CC=C1)N1C[C@@H](CC1)N1CCCCC1 ((3R)-1-(1-benzyl-pyrrolidin-3-yl)-piperidine), Cl (HCl). Reagents/catalysts: [OH-].[OH-].[Pd+2] (Pd(OH)2). The solvent is CCO (EtOH). Run at temperature 50 celsius, time 10 hour. Yields the product Cl (HCl), N1C[C@@H](CC1)N1CCCCC1 ((3R)-1-pyrrolidin-3-yl-piperidine). Yield: 151.3%. RXN SMILES: C([N:8]1[CH2:12][CH2:11][C@@H:10]([N:13]2[CH2:18][CH2:17][CH2:16][CH2:15][CH2:14]2)[CH2:9]1)C1C=CC=CC=1.[ClH:19]>CCO.[OH-].[OH-].[Pd+2]>[ClH:19].[NH:8]1[CH2:12][CH2:11][C@@H:10]([N:13]2[CH2:14][CH2:15][CH2:16][CH2:17][CH2:18]2)[CH2:9]1 |f:3.4.5|. Procedure details: Compound 7 (1.4 g, 6.0 mmol) was added dropwise into a flask equipped with a H2 balloon and containing the mixture of Pd(OH)2 (400 mg, 20% on carbon) and HCl (1.15 mL, 35% in H2O, 19.5 mmol) in EtOH (50 mL). The mixture was stirred under H2 at 50° C. for 10 h. Solid was filtered out and washed with hot HOCH3 (2×10 mL). The combined liquid was evaporated to dryness to give HCl salt of (3R)-1-pyrrolidin-3-yl-piperidine 9 (1.4 g, 100%).